Dataset: the Open Reaction Database (ORD), a public repository of structured organic reaction records. Task: describe an organic reaction: reactants, conditions, products, and yield Reactants: O1CCN(CC1)CCC#N (β-Morpholinopropionitrile), C[O-].[Na+] (sodium methoxide), C1OC2=C(O1)C=C(C=C2)C=O (piperonaldehyde). Solvent: CS(=O)C (dimethylsulphoxide), CS(=O)C (dimethylsulphoxide). Yields the product O1CCN(CC1)C=C(C#N)CC1=CC=2OCOC2C=C1 (β-morpholino-α-piperonylacrylonitrile). As a reaction SMILES: [O:1]1[CH2:6][CH2:5][N:4]([CH2:7][CH2:8][C:9]#[N:10])[CH2:3][CH2:2]1.C[O-].[Na+].[CH2:14]1[O:18][C:17]2[CH:19]=[C:20]([CH:23]=O)[CH:21]=[CH:22][C:16]=2[O:15]1>CS(C)=O>[O:1]1[CH2:6][CH2:5][N:4]([CH:7]=[C:8]([CH2:23][C:20]2[CH:21]=[CH:22][C:16]3[O:15][CH2:14][O:18][C:17]=3[CH:19]=2)[C:9]#[N:10])[CH2:3][CH2:2]1 |f:1.2|. Procedure: β-Morpholinopropionitrile (20 g.), dimethylsulphoxide (30 ml.), and sodium methoxide (1 g.) were heated together at 80° C and a solution of piperonaldehyde (19 g.) in dimethylsulphoxide was added. The mixture was reacted at 80° C for 15 min., and on work-up gave β-morpholino-α-piperonylacrylonitrile. Wt.=21 g. (61%) m.p. 85°-85.5° C (recrystallised from methanol). Starting materials: CN1CCNCC1, O=C(CCl)Nc1ccc2c(c1)COC(NC1CCCc3ccccc31)=N2. Yields the product CN1CCN(CC(=O)Nc2ccc3c(c2)COC(NC2CCCc4ccccc42)=N3)CC1. As a reaction SMILES: [CH3:27][N:28]1[CH2:29][CH2:30][NH:31][CH2:32][CH2:33]1.[Cl:1][CH2:2][C:3](=[O:4])[NH:5][c:6]1[cH:7][c:8]2[c:9]([cH:25][cH:26]1)[N:10]=[C:11]([NH:14][CH:15]1[CH2:16][CH2:17][CH2:18][c:19]3[cH:20][cH:21][cH:22][cH:23][c:24]31)[O:12][CH2:13]2>>[CH2:2]([C:3](=[O:4])[NH:5][c:6]1[cH:7][c:8]2[c:9]([cH:25][cH:26]1)[N:10]=[C:11]([NH:14][CH:15]1[CH2:16][CH2:17][CH2:18][c:19]3[cH:20][cH:21][cH:22][cH:23][c:24]31)[O:12][CH2:13]2)[N:31]1[CH2:30][CH2:29][N:28]([CH3:27])[CH2:33][CH2:32]1.